The task is: describe an organic reaction: reactants, conditions, products, and yield. This data is from the Open Reaction Database (ORD), a public repository of structured organic reaction records. The reactants are C1(=CC=CC=C1)C (toluene), FC1=CC=C(C=C1)N=C=O (4-fluorophenyl isocyanate), C1(=CC=CC=C1)C1=CC2=C(N=CN=C2OC2=CC=C(C=C2)N)O1 (4-(6-phenyl-furo[2,3-d]pyrimidin-4-yloxy)phenylamine). Solvent: C(C)#N (acetonitrile). Product: FC1=CC=C(C=C1)NC(=O)NC1=CC=C(C=C1)OC=1C2=C(N=CN1)OC(=C2)C2=CC=CC=C2 (N-(4-Fluorophenyl)-N′-[4-(6-phenylfuro[2,3-d]pyrimidin-4-yloxy)phenyl]urea). Reaction SMILES: C1(C)C=CC=CC=1.[F:8][C:9]1[CH:14]=[CH:13][C:12]([N:15]=[C:16]=[O:17])=[CH:11][CH:10]=1.[C:18]1([C:24]2[O:40][C:27]3[N:28]=[CH:29][N:30]=[C:31]([O:32][C:33]4[CH:38]=[CH:37][C:36]([NH2:39])=[CH:35][CH:34]=4)[C:26]=3[CH:25]=2)[CH:23]=[CH:22][CH:21]=[CH:20][CH:19]=1>C(#N)C>[F:8][C:9]1[CH:14]=[CH:13][C:12]([NH:15][C:16]([NH:39][C:36]2[CH:35]=[CH:34][C:33]([O:32][C:31]3[C:26]4[CH:25]=[C:24]([C:18]5[CH:23]=[CH:22][CH:21]=[CH:20][CH:19]=5)[O:40][C:27]=4[N:28]=[CH:29][N:30]=3)=[CH:38][CH:37]=2)=[O:17])=[CH:11][CH:10]=1. Reported procedure: After adding toluene (1 ml), acetonitrile (0.5 ml) and 4-fluorophenyl isocyanate (0.03 ml) to 4-(6-phenyl-furo[2,3-d]pyrimidin-4-yloxy)phenylamine (40 mg), the mixture was heated to reflux for 30 minutes. After cooling, the precipitated crystals were filtered out and washed with toluene to obtain the title compound (42 mg) as light yellow crystals. Starting materials: BrC1=CC=C(C=C1)C (p-Bromotoluene), C1=CC(=CC=C1O)C (p-cresol), [OH-].[K+] (potassium hydroxide). Reagents/catalysts: [Cu] (Copper bronze). Run at temperature 190 celsius, time 1 hour. Product: CC1=CC=C(C=C1)OC2=CC=C(C=C2)C (4,4'-dimethyldiphenyl ether). As a reaction SMILES: Br[C:2]1[CH:7]=[CH:6][C:5]([CH3:8])=[CH:4][CH:3]=1.[CH:9]1[C:14]([OH:15])=[CH:13][CH:12]=[C:11]([CH3:16])[CH:10]=1.[OH-].[K+]>[Cu]>[CH3:8][C:5]1[CH:6]=[CH:7][C:2]([O:15][C:14]2[CH:9]=[CH:10][C:11]([CH3:16])=[CH:12][CH:13]=2)=[CH:3][CH:4]=1 |f:2.3|. Procedure details: p-Bromotoluene (51 g), p-cresol (33 g) and potassium hydroxide (18.5 g) were mechanically stirred on a steam bath for 30 min., then heated at 190° C. for 1 hr. Copper bronze (2.0 g) was added and the heating continued for a further 1 hr. at 190° C., then 220° to 230° C. for 2.5 hr. After cooling, the residue was extracted into chloroform, filtered, and the extract washed with water, dried, evaporated and crystallised from ethanol to yield 4,4'-dimethyldiphenyl ether, m.p. 49°-50° C. Starting materials: [H-].[Al+3].[Li+].[H-].[H-].[H-] (lithium aluminium hydride), C(CCCC)[C@@H]1CC[C@H](CC1)CCC(=O)OCC (ethyl β-(trans-4-pentylcyclohexyl)propionate), S(O)(O)(=O)=O (sulphuric acid), O (water). Solvent: C(C)OCC (diethyl ether), C(C)OCC (diethyl ether), C(C)OCC (diethyl ether). Run at time 50 minute. The product is C(CCCC)[C@@H]1CC[C@H](CC1)CCCO (3-(trans-4-pentylcyclohexyl)-1-propanol). The yield is 100.1%. RXN SMILES: [H-].[Al+3].[Li+].[H-].[H-].[H-].[CH2:7]([C@H:12]1[CH2:17][CH2:16][C@H:15]([CH2:18][CH2:19][C:20](OCC)=[O:21])[CH2:14][CH2:13]1)[CH2:8][CH2:9][CH2:10][CH3:11].O.S(=O)(=O)(O)O>C(OCC)C>[CH2:7]([C@H:12]1[CH2:13][CH2:14][C@H:15]([CH2:18][CH2:19][CH2:20][OH:21])[CH2:16][CH2:17]1)[CH2:8][CH2:9][CH2:10][CH3:11] |f:0.1.2.3.4.5|. Procedure: 250 ml of absolute diethyl ether were placed in a sulphonation flask under nitrogen gasification and treated cautiously with 3.9 g of lithium aluminium hydride. A solution of 46.9 g of ethyl β-(trans-4-pentylcyclohexyl)propionate in 200 ml of absolute diethyl ether was added dropwise thereto within 50 minutes. A further 250 ml of absolute diethyl ether were then added thereto and the mixture was stirred overnight. Subsequently, there were added dropwise to the mixture within 10 minutes 21 ml of ... The reactants are C(C=C)(=O)OCCOS(=O)(=O)C1=CC=C(C=C1)C (2-(toluene-4-sulfonyloxy)ethyl acrylate), CC(C)(C#N)N=NC(C)(C)C#N (AIBN), C(C(=C)C)(=O)OCCO (2-hydroxyethyl methacrylate), C(C(=C)C)(=O)OC (methyl methacrylate). Run in O1CCCC1 (tetrahydrofuran). Reaction conditions: temperature 67.5 celsius. The product is C(C=C)(=O)OCCOS(=O)(=O)C1=CC=C(C=C1)C.C(C(=C)C)(=O)OCCO (2-(toluene-4-sulfonyloxy)ethyl acrylate 2-hydroxyethyl methacrylate). Yield: 65.0%. As a reaction SMILES: [C:1]([O:5][CH2:6][CH2:7][O:8][S:9]([C:12]1[CH:17]=[CH:16][C:15]([CH3:18])=[CH:14][CH:13]=1)(=[O:11])=[O:10])(=[O:4])[CH:2]=[CH2:3].[C:19]([O:24][CH2:25][CH2:26][OH:27])(=[O:23])[C:20]([CH3:22])=[CH2:21].C(OC)(=O)C(C)=C.CC(N=NC(C#N)(C)C)(C#N)C>O1CCCC1>[C:1]([O:5][CH2:6][CH2:7][O:8][S:9]([C:12]1[CH:17]=[CH:16][C:15]([CH3:18])=[CH:14][CH:13]=1)(=[O:10])=[O:11])(=[O:4])[CH:2]=[CH2:3].[C:19]([O:24][CH2:25][CH2:26][OH:27])(=[O:23])[C:20]([CH3:22])=[CH2:21] |f:5.6|. Reported procedure: In a 500 ml round-bottom flask was placed 0.33 mole of 2-(toluene-4-sulfonyloxy)ethyl acrylate, 0.35 mole of 2-hydroxyethyl methacrylate, 0.25 mole of methyl methacrylate, 300 g of tetrahydrofuran (THF), and 0.1 g-3 g of AIBN. The reaction mixture was heated at 60-75° C. for 5-20 hours. The product was precipitated in ethyl ether or n-hexane, filtered and dried to provide poly [2-(toluene-4-sulfonyloxy)ethyl acrylate/2-hydroxyethyl methacrylate/-methyl methacrylate] represented by the following ... Starting materials: C(C)(=O)OCC (Ethyl acetate), CC1(C(N(C(N1)=O)C(=O)C1=CC=CC2=CC=CC=C12)=O)C (5,5-Dimethyl-3-naphthylcarbonylimidazolidine-2,4-dione), CC1=CC=C(C=C1)C(=O)CBr (2-bromo-4-methylacetophenone), [H-].[Na+] (sodium hydride). The solvent is CN(C)C=O (DMF). Run at time 8 hour. Product: CC1(C(N(C(N1CC(C1=CC=C(C=C1)C)=O)=O)C(=O)C1=CC=CC2=CC=CC=C12)=O)C (5,5-Dimethyl-3-naphthylcarbonyl-1-(2-oxo-2-p-tolylethyl)imidazolidine-2,4-dione). Isolated yield 23.4%. Reaction SMILES: [CH3:1][C:2]1([CH3:21])[NH:6][C:5](=[O:7])[N:4]([C:8]([C:10]2[C:19]3[C:14](=[CH:15][CH:16]=[CH:17][CH:18]=3)[CH:13]=[CH:12][CH:11]=2)=[O:9])[C:3]1=[O:20].[H-].[Na+].[CH3:24][C:25]1[CH:30]=[CH:29][C:28]([C:31]([CH2:33]Br)=[O:32])=[CH:27][CH:26]=1.C(OCC)(=O)C>CN(C=O)C>[CH3:1][C:2]1([CH3:21])[N:6]([CH2:33][C:31](=[O:32])[C:28]2[CH:29]=[CH:30][C:25]([CH3:24])=[CH:26][CH:27]=2)[C:5](=[O:7])[N:4]([C:8]([C:10]2[C:19]3[C:14](=[CH:15][CH:16]=[CH:17][CH:18]=3)[CH:13]=[CH:12][CH:11]=2)=[O:9])[C:3]1=[O:20] |f:1.2|. Procedure: 5,5-Dimethyl-3-naphthylcarbonylimidazolidine-2,4-dione (35 mg) was dissolved in DMF (0.4 mL), and sodium hydride (60%, in oil) (5 mg) was added. Then, 2-bromo-4-methylacetophenone (27 mg) was added, and the mixture was stirred at room temperature overnight. Ethyl acetate (9.5 mL) was added to the reaction solution, separated out white precipitates were filtered, and the filtrate was concentrated and purified by silica gel chromatography (hexane:ethyl acetate=2:1) to obtain 12 mg of white crystal... Starting materials: Cl.FC1=CC=C(C=C1)NN (4-fluorophenylhydrazine hydrochloride), O=C1CC(CCC1)NC(C)=O (N-(3-oxocyclohexyl)acetamide). Solvent: CC(=O)O (HOAc). Reaction conditions: time 4.5 hour. Yields the product FC=1C=C2C=3CCC(CC3NC2=CC1)NC(C)=O (N-(6-fluoro-1,3,4,9-tetrahydro-2H-carbazol-2-yl)acetamide). RXN SMILES: Cl.[F:2][C:3]1[CH:8]=[CH:7][C:6]([NH:9]N)=[CH:5][CH:4]=1.O=[C:12]1[CH2:17][CH2:16][CH2:15][CH:14]([NH:18][C:19](=[O:21])[CH3:20])[CH2:13]1>CC(O)=O>[F:2][C:3]1[CH:8]=[C:7]2[C:6](=[CH:5][CH:4]=1)[NH:9][C:12]1[CH2:13][CH:14]([NH:18][C:19](=[O:21])[CH3:20])[CH2:15][CH2:16][C:17]2=1 |f:0.1|. Reported procedure: A mixture of 0.05 mol of 4-fluorophenylhydrazine hydrochloride and 0.05 mol of N-(3-oxocyclohexyl)acetamide in 75 ml of glacial HOAc was stirred and heated on the steam bath. At 80°-90° an exothermic reaction occurred and the source of heat was removed until the temperature had fallen to 85°. After an additional 4-5 hr at 85°-90°, the warm mixture was poured into H2O and the gummy insolubles triturated until solid. The filtered solid was washed thoroughly with H2O and then with Et2O until the wa... The reactants are BrC1=CC2=C(S1)C1=C(SC(=C1)Br)C1=C2SC(=C1)Br (2,5,8-Tribromobenzo[1,2-b:3,4-b′:5,6-b″]trithiophene), C1(=CC=CC=C1)NC1=CC=CC=C1 (diphenyl amine), C(C)(C)(C)O[Na] (tertiary butoxy sodium), C(C)(C)(C)P(C(C)(C)C)C(C)(C)C (tri(tert-butyl) phosphine). The reagents and catalysts are CC(=O)[O-].CC(=O)[O-].[Pd+2] (Pd(OAc)2). Run in C=1(C(=CC=CC1)C)C (xylene), O (water). Yields the product C1(=CC=CC=C1)N(C1=CC2=C(S1)C1=C(SC(=C1)N(C1=CC=CC=C1)C1=CC=CC=C1)C1=C2SC(=C1)N(C1=CC=CC=C1)C1=CC=CC=C1)C1=CC=CC=C1 (2,5,8-Tris(diphenylamino)benzo[1,2-b:3,4-b′:5,6-b″]trithiophene). Reaction SMILES: Br[C:2]1[S:6][C:5]2[C:7]3[CH:11]=[C:10](Br)[S:9][C:8]=3[C:13]3[CH:17]=[C:16](Br)[S:15][C:14]=3[C:4]=2[CH:3]=1.[C:19]1([NH:25][C:26]2[CH:31]=[CH:30][CH:29]=[CH:28][CH:27]=2)[CH:24]=[CH:23][CH:22]=[CH:21][CH:20]=1.[C:32](O[Na])([CH3:35])([CH3:34])C.C(P([C:47]([CH3:50])([CH3:49])C)C(C)(C)C)(C)(C)C>C1(C)C(C)=CC=CC=1.CC([O-])=O.CC([O-])=O.[Pd+2].O>[C:26]1([N:25]([C:19]2[CH:20]=[CH:21][CH:22]=[CH:23][CH:24]=2)[C:2]2[S:6][C:5]3[C:7]4[CH:11]=[C:10]([N:25]([C:19]5[CH:20]=[CH:21][CH:22]=[CH:23][CH:24]=5)[C:26]5[CH:27]=[CH:28][CH:29]=[CH:30][CH:31]=5)[S:9][C:8]=4[C:13]4[CH:17]=[C:16]([N:25]([C:34]5[CH:32]=[CH:35][CH:49]=[CH:47][CH:50]=5)[C:19]5[CH:24]=[CH:23][CH:22]=[CH:21][CH:20]=5)[S:15][C:14]=4[C:4]=3[CH:3]=2)[CH:27]=[CH:28][CH:29]=[CH:30][CH:31]=1 |f:5.6.7|. Procedure: Under a nitrogen atmosphere, 2,5,8-tribromobenzo[1,2-b:3,4-b′:5,6-b″]trithiophene (33) (500 mg, 1.04 mmol) obtained in Example 4, diphenyl amine (0.78 g, 4.66 mmol) and tertiary butoxy sodium (0.39 g, 4.0 mmol) were suspended in xylene (10 mL) and degassed by Ar bubbling for 30 minutes. Pd(OAc)2 (2.3 mg, 0.01 mmol) and tri(tert-butyl) phosphine (10 mg) were added and heated at a reflux temperature for 34 hours. After completion of the reaction, water (10 mL) was added. The mixture was extracted ...